This data is from the Open Reaction Database (ORD), a public repository of structured organic reaction records. The task is: describe an organic reaction: reactants, conditions, products, and yield Reactants: CN(C)C(=S)Cl, CN(C)C=O, Oc1cccnc1. Yields the product CN(C)C(=S)c1cccnc1. As a reaction SMILES: [CH3:8][N:9]([C:10](=[S:11])[Cl:12])[CH3:13].[O:14]=[CH:15][N:16]([CH3:17])[CH3:18].[OH:1][c:2]1[cH:3][n:4][cH:5][cH:6][cH:7]1>>[c:2]1([C:10]([N:9]([CH3:8])[CH3:13])=[S:11])[cH:3][n:4][cH:5][cH:6][cH:7]1. Starting materials: N#Cc1ccc(Br)cc1F, COc1ccc(B(O)O)cc1, CCO, OO, c1ccccc1. Product: COc1ccc(-c2ccc(C#N)c(F)c2)cc1. Reaction SMILES: [Br:12][c:13]1[cH:14][c:15]([F:21])[c:16]([C:17]#[N:18])[cH:19][cH:20]1.[CH3:1][O:2][c:3]1[cH:4][cH:5][c:6]([B:9]([OH:10])[OH:11])[cH:7][cH:8]1.[CH3:24][CH2:25][OH:26].[OH:22][OH:23].[cH:27]1[cH:28][cH:29][cH:30][cH:31][cH:32]1>>[CH3:1][O:2][c:3]1[cH:4][cH:5][c:6](-[c:13]2[cH:14][c:15]([F:21])[c:16]([C:17]#[N:18])[cH:19][cH:20]2)[cH:7][cH:8]1. Starting materials: O, O=[N+]([O-])O, O=C(O)C(F)(F)F, COC(=O)CCS(=O)(=O)CCOCCc1ccccc1. Product: COC(=O)CCS(=O)(=O)CCOCCc1ccccc1[N+](=O)[O-]. RXN SMILES: [OH2:32].[OH:1][N+:2]([O-:3])=[O:4].[OH:25][C:26]([C:27]([F:28])([F:29])[F:30])=[O:31].[c:5]1([CH2:11][CH2:12][O:13][CH2:14][CH2:15][S:16](=[O:17])(=[O:18])[CH2:19][CH2:20][C:21](=[O:22])[O:23][CH3:24])[cH:6][cH:7][cH:8][cH:9][cH:10]1>>[O-:1][N+:2](=[O:4])[c:6]1[c:5]([CH2:11][CH2:12][O:13][CH2:14][CH2:15][S:16](=[O:17])(=[O:18])[CH2:19][CH2:20][C:21](=[O:22])[O:23][CH3:24])[cH:10][cH:9][cH:8][cH:7]1. Starting materials: Cc1cc(Sc2cc(C)c(O)c(C(C)(C)C)c2)cc(C(C)(C)C)c1O, CCO, C=C(Cl)CC(C#N)(c1ccccc1)c1ccccc1, ClCCCl, [Na+], [Na+], O=C(OO)c1cccc(Cl)c1, O=S([O-])[O-]. The product is N#CC(CC(=O)CCl)(c1ccccc1)c1ccccc1. Reaction SMILES: [C:20]([c:21]1[cH:22][c:23]([S:24][c:25]2[cH:26][c:27]([CH3:28])[c:29]([OH:31])[c:32]([C:33]([CH3:34])([CH3:35])[CH3:36])[cH:37]2)[cH:38][c:39]([CH3:40])[c:41]1[OH:30])([CH3:42])([CH3:43])[CH3:44].[CH3:66][CH2:67][OH:68].[Cl:1][C:2]([CH2:3][C:4]([C:5]#[N:6])([c:7]1[cH:8][cH:9][cH:10][cH:11][cH:12]1)[c:13]1[cH:14][cH:15][cH:16][cH:17][cH:18]1)=[CH2:19].[Cl:62][CH2:63][CH2:64][Cl:65].[Na+:60].[Na+:61].[OH:45][O:46][C:47]([c:48]1[cH:49][c:50]([Cl:51])[cH:52][cH:53][cH:54]1)=[O:55].[S:56]([O-:57])([O-:58])=[O:59]>>[CH2:3]([C:4]([C:5]#[N:6])([c:7]1[cH:8][cH:9][cH:10][cH:11][cH:12]1)[c:13]1[cH:14][cH:15][cH:16][cH:17][cH:18]1)[C:64](=[O:30])[CH2:63][Cl:62].